Dataset: the Open Reaction Database (ORD), a public repository of structured organic reaction records. Task: describe an organic reaction: reactants, conditions, products, and yield Reactants: ClC=1C=C(C(=O)OO)C=CC1 (m-Chloroperoxybenzoic acid), COC=1C=C(C=CC1)CCSC=1NC2=C(C=NC=C2)N1 (2-[[(3-Methoxyphenyl)ethyl]thio]-1H-imidazo[4,5-c]pyridine), C([O-])(O)=O.[Na+] (sodium bicarbonate). Solvent: C(Cl)(Cl)Cl (chloroform). Reaction conditions: time 45 minute. The product is COC=1C=C(C=CC1)CCS(=O)C=1NC2=C(C=NC=C2)N1 (2-[[(3 -Methoxyphenyl)ethyl]sulfinyl]-1H-imidazo[4,5-c]pyridine). Isolated yield 54.5%. As a reaction SMILES: [CH3:1][O:2][C:3]1[CH:4]=[C:5]([CH2:9][CH2:10][S:11][C:12]2[NH:13][C:14]3[CH:19]=[CH:18][N:17]=[CH:16][C:15]=3[N:20]=2)[CH:6]=[CH:7][CH:8]=1.ClC1C=C(C=CC=1)C(OO)=[O:26].C(=O)(O)[O-].[Na+]>C(Cl)(Cl)Cl>[CH3:1][O:2][C:3]1[CH:4]=[C:5]([CH2:9][CH2:10][S:11]([C:12]2[NH:13][C:14]3[CH:19]=[CH:18][N:17]=[CH:16][C:15]=3[N:20]=2)=[O:26])[CH:6]=[CH:7][CH:8]=1 |f:2.3|. Procedure details: 2-[[(3-Methoxyphenyl)ethyl]thio]-1H-imidazo[4,5-c]pyridine (4.0 g, 0.014 mol) was dissolved in 60 mL of chloroform and cooled in an ice bath to 0°-5° C. m-Chloroperoxybenzoic acid (3.13 g, 0.015 mol) was added in portions to the reaction mixture. After 45 minutes, 10% aqueous sodium bicarbonate solution was added. The organic layer was removed and dried over magnesium sulfate, filtered and evaporated to dryness in a rotary evaporator. The crude product (4.2 g) when subjected to HPLC gave 2.3 g o... Starting materials: C(C)=O (acetaldehyde), [OH-].[Na+] (NaOH), Cl.Cl.N1(CCOCC1)CCON (O-[2-((morpholin-4-yl))ethyl]hydroxylamine dihydrochloride), [OH-].[Na+] (NaOH). Solvent: O (water), O (water). Product: N1(CCOCC1)CCON=CCCl (2-chloroethanal O-[2-((morpholin-4-yl))ethyl]oxime). The yield is 100.0%. As a reaction SMILES: [CH:1](=O)[CH3:2].[ClH:4].Cl.[N:6]1([CH2:12][CH2:13][O:14][NH2:15])[CH2:11][CH2:10][O:9][CH2:8][CH2:7]1.[OH-].[Na+]>O>[N:6]1([CH2:12][CH2:13][O:14][N:15]=[CH:2][CH2:1][Cl:4])[CH2:11][CH2:10][O:9][CH2:8][CH2:7]1 |f:1.2.3,4.5|. Procedure details: A mixture of acetaldehyde (0.1 mL of a 50 wt % soln. in water), O-[2-((morpholin-4-yl))ethyl]hydroxylamine dihydrochloride (0.14 g), NaOH (2N, 0.64 mL) and water (5 mL) was stirred at room temperature overnight. The solution was made basic with NaOH (1N) and extracted with dichloromethane. The organic layer was dried (Na2SO4), and concentrated in vacuo to afford 2-chloroethanal O-[2-((morpholin-4-yl))ethyl]oxime (0.13 g, ˜100%), which was used as such.